From a dataset of the Open Reaction Database (ORD), a public repository of structured organic reaction records. describe an organic reaction: reactants, conditions, products, and yield Starting materials: O=[N+]([O-])c1ccccc1CNC1CCN(Cc2ccccc2)CC1, CC(=O)O, [Zn]. The product is Nc1ccccc1CNC1CCN(Cc2ccccc2)CC1. As a reaction SMILES: [CH2:1]([c:2]1[cH:3][cH:4][cH:5][cH:6][cH:7]1)[N:8]1[CH2:9][CH2:10][CH:11]([NH:14][CH2:15][c:16]2[c:17]([N+:22]([O-:23])=[O:24])[cH:18][cH:19][cH:20][cH:21]2)[CH2:12][CH2:13]1.[CH3:25][C:26](=[O:27])[OH:28].[Zn:29]>>[CH2:1]([c:2]1[cH:3][cH:4][cH:5][cH:6][cH:7]1)[N:8]1[CH2:9][CH2:10][CH:11]([NH:14][CH2:15][c:16]2[c:17]([NH2:22])[cH:18][cH:19][cH:20][cH:21]2)[CH2:12][CH2:13]1. The reactants are ClC=1C(=C(C=C(C1)Cl)C1=CC=C(C=C1)F)/C=C/[C@@H]1C[C@@H](CC(O1)=O)O (cis-(E)-6-[2-(3,5-dichloro-4'-fluoro-2-[1,1'-biphenyl]yl)ethenyl]-3,4,5,6-tetrahydro-4-hydroxy-2H-pyran-2-one), mercuric chloride. Run in CCOCC (Et2O), H2O-. The product is ClC=1C(=C(C=C(C1)Cl)C1=CC=C(C=C1)F)/C=C/[C@H]1C[C@@H](CC(O1)=O)O (trans-(E)-6-[2-(3,5-dichloro-4'-fluoro-2-[1,1'-biphenyl]yl)ethenyl]-3,4,5,6-tetrahydro-4-hydroxy-2H-pyran-2-one). The yield is 91.8%. Reaction SMILES: [Cl:1][C:2]1[C:3](/[CH:16]=[CH:17]/[C@H:18]2[O:23][C:22](=[O:24])[CH2:21][C@@H:20]([OH:25])[CH2:19]2)=[C:4]([C:9]2[CH:14]=[CH:13][C:12]([F:15])=[CH:11][CH:10]=2)[CH:5]=[C:6]([Cl:8])[CH:7]=1>CCOCC>[Cl:1][C:2]1[C:3](/[CH:16]=[CH:17]/[C@@H:18]2[O:23][C:22](=[O:24])[CH2:21][C@@H:20]([OH:25])[CH2:19]2)=[C:4]([C:9]2[CH:10]=[CH:11][C:12]([F:15])=[CH:13][CH:14]=2)[CH:5]=[C:6]([Cl:8])[CH:7]=1. Procedure details: A mixture of cis-(E)-6-[2-(3,5-dichloro-4'-fluoro-2-[1,1'-biphenyl]yl)ethenyl]-3,4,5,6-tetrahydro-4-hydroxy-2H-pyran-2-one (7.6 g, 20 mmole) and mercuric chloride (6 g, 22 mmole) was stirred at gentle reflux in H2O--acetonitrile (1:5; V:V; 120 ml) under N2 for 68 hours. The cooled reaction mixture was then diluted with Et2O (1 liter), washed with H2O (3×500 ml), and brine, dried (MgSO4), filtered and evaporated in vacuo to provide the crude title compound (7 g) as a pale amber gum (56% cis and 4... The reactants are C(C)OC(CC1=CN(C2=CC=C(C=C12)OC)CC1=CC=CC=C1)=O (5-methoxy-1-(phenylmethyl)-1H-indole-3-acetic acid ethyl ester), BrN1C(CCC1=O)=O (N-bromosuccinimide). Solvent: C(Cl)(Cl)(Cl)Cl (carbon tetrachloride). Run at time 1.5 hour. The product is C(C)OC(CC1=C(N(C2=CC=C(C=C12)OC)CC1=CC=CC=C1)Br)=O (2-bromo-5-methoxy-1-(phenylmethyl)-1H-indole-3-acetic acid ethyl ester). Yield: 42.7%. As a reaction SMILES: [CH2:1]([O:3][C:4](=[O:24])[CH2:5][C:6]1[C:14]2[C:9](=[CH:10][CH:11]=[C:12]([O:15][CH3:16])[CH:13]=2)[N:8]([CH2:17][C:18]2[CH:23]=[CH:22][CH:21]=[CH:20][CH:19]=2)[CH:7]=1)[CH3:2].[Br:25]N1C(=O)CCC1=O>C(Cl)(Cl)(Cl)Cl>[CH2:1]([O:3][C:4](=[O:24])[CH2:5][C:6]1[C:14]2[C:9](=[CH:10][CH:11]=[C:12]([O:15][CH3:16])[CH:13]=2)[N:8]([CH2:17][C:18]2[CH:19]=[CH:20][CH:21]=[CH:22][CH:23]=2)[C:7]=1[Br:25])[CH3:2]. Procedure: A mixture of 5-methoxy-1-(phenylmethyl)-1H-indole-3-acetic acid ethyl ester (10.8 g, 32 mmol) and 6.3 g (35 mmol) of N-bromosuccinimide in 250 mL of carbon tetrachloride was stirred for 1.5 hours, washed with Na2S2O3 solution, water, brine, and dried (Na2SO4). After concentrating at reduced pressure, the residue was chromatographed on silica gel and eluted with a gradient, 25% ether/hexane→40% ether/hexane, to give 5.5 g (43% yield) of 2-bromo-5-methoxy-1-(phenylmethyl)-1H-indole-3-acetic acid e... Reactants: CCOC(=O)c1cc(Oc2ccc(S(=O)(=O)N(C)C)c(F)c2)c2cc(C)oc2c1, COc1ccnc(N)c1, ClCCl. Product: COc1ccnc(NC(=O)c2cc(Oc3ccc(S(=O)(=O)N(C)C)c(F)c3)c3cc(C)oc3c2)c1. Reaction SMILES: [CH3:10][N:11]([S:12](=[O:13])(=[O:14])[c:15]1[c:16]([F:37])[cH:17][c:18]([O:19][c:20]2[cH:21][c:22]([C:30](=[O:31])[O:32][CH2:33][CH3:34])[cH:23][c:24]3[c:25]2[cH:26][c:27]([CH3:29])[o:28]3)[cH:35][cH:36]1)[CH3:38].[CH3:1][O:2][c:3]1[cH:4][c:5]([NH2:9])[n:6][cH:7][cH:8]1.[Cl:39][CH2:40][Cl:41]>>[CH3:1][O:2][c:3]1[cH:4][c:5]([NH:9][C:30]([c:22]2[cH:21][c:20]([O:19][c:18]3[cH:17][c:16]([F:37])[c:15]([S:12]([N:11]([CH3:10])[CH3:38])(=[O:13])=[O:14])[cH:36][cH:35]3)[c:25]3[c:24]([cH:23]2)[o:28][c:27]([CH3:29])[cH:26]3)=[O:31])[n:6][cH:7][cH:8]1. The reactants are CC(=O)O, O=[N+]([O-])c1ccc(N(c2ccc([N+](=O)[O-])cc2)c2nccs2)cc1, O=[N+]([O-])c1ccc(Nc2nccs2)cc1, [Zn]. Yields the product Nc1ccc(Nc2nccs2)cc1. RXN SMILES: [CH3:40][C:41](=[O:42])[OH:43].[N+:16]([c:17]1[cH:18][cH:19][c:20]([N:21]([c:22]2[cH:23][cH:24][c:25]([N+:26]([O-:27])=[O:28])[cH:29][cH:30]2)[c:31]2[s:32][cH:33][cH:34][n:35]2)[cH:36][cH:37]1)([O-:38])=[O:39].[N+:1]([O-:2])(=[O:3])[c:4]1[cH:5][cH:6][c:7]([NH:10][c:11]2[s:12][cH:13][cH:14][n:15]2)[cH:8][cH:9]1.[Zn:44]>>[NH2:1][c:4]1[cH:5][cH:6][c:7]([NH:10][c:11]2[s:12][cH:13][cH:14][n:15]2)[cH:8][cH:9]1.